Dataset: the Open Reaction Database (ORD), a public repository of structured organic reaction records. Task: describe an organic reaction: reactants, conditions, products, and yield The reactants are Cc1ccc(S(C)(=O)=O)cc1N, CCOC(C)=O, Cl, [I-], [K+], O=N[O-], [Na+], O. Yields the product Cc1ccc(S(C)(=O)=O)cc1I. RXN SMILES: [CH3:1][c:2]1[c:3]([NH2:4])[cH:5][c:6]([S:9](=[O:10])(=[O:11])[CH3:12])[cH:7][cH:8]1.[CH3:21][CH2:22][O:23][C:24]([CH3:25])=[O:26].[ClH:13].[I-:19].[K+:18].[N:14]([O-:15])=[O:16].[Na+:17].[OH2:20]>>[CH3:1][c:2]1[c:3]([I:19])[cH:5][c:6]([S:9](=[O:10])(=[O:11])[CH3:12])[cH:7][cH:8]1. The yield is 77.1%. Reactants: O (Water), Cl.CNC (dimethylamine hydrochloride), C([O-])([O-])=O.[K+].[K+] (potassium carbonate), NC1=C(C(=C(C2=C1C(C=C(O2)C2=CC(=C(C=C2)N)F)=O)F)COC(CCl)=O)F (5-Amino-2-(4-amino-3-fluorophenyl)-7-chloroacetoxymethyl-6,8-difluoro-4H-1-benzopyran-4-one). The product is NC1=C(C(=C(C2=C1C(C=C(O2)C2=CC(=C(C=C2)N)F)=O)F)COC(CN(C)C)=O)F (5-Amino-2-(4-amino-3-fluorophenyl)-7-dimethylaminoacetoxymethyl-6,8-difluoro-4H-1-benzopyran-4-one). Reaction conditions: temperature 50 celsius, time 30 minute. Procedure: 1.50 g (3.63 mmol) of Compound 159 obtained in EXAMPLE 159 was dissolved in 30 mL of dimethylformamide, 1.48 g (18.2 mmol) of dimethylamine hydrochloride and 2.50 g (18.2 mmol) of potassium carbonate were added, and the mixture was stirred at 50° C. for 30 minutes. Water was added to the reaction solution and the mixture was extracted with ethyl acetate. The organic layer was washed with water and an aqueous saturated solution of sodium chloride and dried over anhydrous sodium sulfate, and the s... Reaction SMILES: [NH2:1][C:2]1[C:7]2[C:8](=[O:20])[CH:9]=[C:10]([C:12]3[CH:17]=[CH:16][C:15]([NH2:18])=[C:14]([F:19])[CH:13]=3)[O:11][C:6]=2[C:5]([F:21])=[C:4]([CH2:22][O:23][C:24](=[O:27])[CH2:25]Cl)[C:3]=1[F:28].Cl.[CH3:30][NH:31][CH3:32].C(=O)([O-])[O-].[K+].[K+].O>CN(C)C=O>[NH2:1][C:2]1[C:7]2[C:8](=[O:20])[CH:9]=[C:10]([C:12]3[CH:17]=[CH:16][C:15]([NH2:18])=[C:14]([F:19])[CH:13]=3)[O:11][C:6]=2[C:5]([F:21])=[C:4]([CH2:22][O:23][C:24](=[O:27])[CH2:25][N:31]([CH3:32])[CH3:30])[C:3]=1[F:28] |f:1.2,3.4.5|. The solvent is CN(C=O)C (dimethylformamide). The reactants are C(CCNC([C@H](O)C(C)(C)CO)=O)(=O)[O-].[Ca+2].C(CCNC([C@H](O)C(C)(C)CO)=O)(=O)[O-] (calcium pantothenate), C1(CCCCC1)N=C=NC1CCCCC1 (dicyclohexylcarbodiimide), Cl.Cl.NCCSSCCN (cystamine dihydrocloride), ON1N=NC2=C1C=CC=C2 (1-hydroxybenzotriazole). Run in N1=CC=CC=C1 (pyridine), N1=CC=CC=C1 (pyridine), O (water), C1=CC=CC=C1 (benzene). The product is CC(C)(CO)[C@H](C(=O)NCCC(=O)NCCSSCCNC(=O)CCNC(=O)[C@@H](C(C)(C)CO)O)O (pantethine). Yield: 69.2%. Reaction SMILES: [C:1]([O-:15])(=O)[CH2:2][CH2:3][NH:4][C:5](=[O:13])[C@@H:6]([C:8]([CH2:11][OH:12])([CH3:10])[CH3:9])[OH:7].[Ca+2].[C:17]([O-:31])(=O)[CH2:18][CH2:19][NH:20][C:21](=[O:29])[C@@H:22]([C:24]([CH2:27][OH:28])([CH3:26])[CH3:25])[OH:23].Cl.Cl.[NH2:34][CH2:35][CH2:36][S:37][S:38][CH2:39][CH2:40][NH2:41].ON1C2C=CC=CC=2N=N1.C1(N=C=NC2CCCCC2)CCCCC1>N1C=CC=CC=1.C1C=CC=CC=1.O>[CH3:26][C:24]([C@@H:22]([OH:23])[C:21]([NH:20][CH2:19][CH2:18][C:17]([NH:34][CH2:35][CH2:36][S:37][S:38][CH2:39][CH2:40][NH:41][C:1]([CH2:2][CH2:3][NH:4][C:5]([C@H:6]([OH:7])[C:8]([CH2:11][OH:12])([CH3:9])[CH3:10])=[O:13])=[O:15])=[O:31])=[O:29])([CH2:27][OH:28])[CH3:25] |f:0.1.2,3.4.5|. Procedure details: 11.9g. of calcium pantothenate, 5.6g. of cystamine dihydrocloride and 7.7g. of 1-hydroxybenzotriazole were dissolved in a mixed solvent of 50ml. of pyridine, 10ml. of water and 25ml. of benzene, and thereafter pyridine (25ml.) solution of 10.5g. of dicyclohexylcarbodiimide was added thereto at a time, and then this was subjected to reaction at a temperature below 10° C for 1 hour and thereafter to reaction at a room temperature for 5 hours. Then the solvent was removed at a reduced pressure, and... Starting materials: ClC1=CC=C(C=C1)C1=NN=C(S1)NC(C1=C(C=CC=C1C)C)=O (N-[5-(4-chlorophenyl)-1,3,4-thiadiazol-2-yl]-2,6-dimethylbenzamide), FC(C1=CC=C(C=C1)C1=NN=C(S1)NC(C1=C(C=CC=C1OC)OC)=O)(F)F (N-[5-(4-trifluoromethylphenyl)-1,3,4-thiadiazol-2-yl]-2,6-dimethoxybenzamide), FC(C1=CC=C(C=C1)C1=NN=C(S1)NC(C1=C(C=CC=C1C)C)=O)(F)F (N-[5-(4-trifluoromethylphenyl)-1,3,4-thiadiazol-2-yl]-2,6-dimethylbenzamide), ClC1=CC2=C(OC(=C2)C2=NN=C(S2)NC(C2=C(C=CC=C2OC)OC)=O)C=C1 (N-[5-(5-chloro-2-benzo[b]furyl)-1,3,4-thiadiazol-2-yl]-2,6-dimethoxybenzamide), FC1=CC=C(C=C1)C1=NN=C(S1)NC(C1=C(C=CC=C1OC)OC)=O (N-[5-(4-fluorophenyl)-1,3,4-thiadiazol-2-yl]-2,6-dimethoxybenzamide), FC(C(F)(F)F)(OC1=CC=C(C=C1)C1=NN=C(S1)NC(C1=C(C=CC=C1OC)OC)=O)F (N-[5-(4-pentafluoroethoxyphenyl)-1,3,4-thiadiazol-2-yl]-2,6-dimethoxybenzamide), ClC=1C=C(C=CC1)C1=NN=C(S1)NC(C1=C(C=CC=C1OC)OC)=O (N-[5-(3-chlorophenyl)-1,3,4-thiadiazol-2-yl]-2,6-dimethoxybenzamide), FC1=CC2=C(OC(=C2)C2=NN=C(S2)NC(C2=C(C=CC=C2OC)OC)=O)C=C1 (N-[5-(5-fluoro-2-benzo[b]furyl)-1,3,4-thiadiazol-2-yl]-2,6-dimethoxybenzamide), FC(C=1C=C(C=C(C1)C(F)(F)F)C1=NN=C(S1)NC(C1=C(C=CC=C1OC)OC)=O)(F)F (N-[5-[3,5-bis(trifluoromethyl)phenyl]-1,3,4-thiadiazol-2-yl]-2,6-dimethoxybenzamide), O1C2=C(C=C1C1=NN=C(S1)NC(C1=C(C=CC=C1OC)OC)=O)C=CC=C2 (N-[5-(2-benzo[b]furyl)-1,3,4-thiadiazol-2-yl]-2,6-dimethoxybenzamide), ClC1=CC=C(C=C1)C1=NN=C(S1)NC(C1=C(C=CC=C1OC)OC)=O (N-[5-(4-chlorophenyl)-1,3,4-thiadiazol-2-yl]-2,6-dimethoxybenzamide), FC1=CC=C(C=C1)C1=NN=C(S1)NC(C1=C(C=CC=C1C)C)=O (N-[5-(4-fluorophenyl)-1,3,4-thiadiazol-2-yl]-2,6-dimethylbenzamide), FC(C=1C=C(C=CC1)C1=NN=C(S1)NC(C1=C(C=CC=C1OC)OC)=O)(F)F (N-[5-(3-trifluoromethylphenyl)-1,3,4-thiadiazol-2-yl]-2,6-dimethoxybenzamide). Product: FCOC=1C=C(C=CC1)C1=NN=C(S1)NC(C1=C(C=CC=C1OC)OC)=O (N-[5-(3-fluoromethoxyphenyl)-1,3,4-thiadiazol-2-yl]-2,6-dimethoxybenzamide). RXN SMILES: Cl[C:2]1[CH:7]=[CH:6][C:5]([C:8]2[S:12][C:11]([NH:13][C:14](=[O:23])[C:15]3[C:20](C)=[CH:19][CH:18]=[CH:17][C:16]=3C)=[N:10][N:9]=2)=[CH:4][CH:3]=1.ClC1C=CC(C2SC(N[C:37](=[O:48])C3C(OC)=CC=CC=3OC)=NN=2)=CC=1.FC1C=CC(C2SC(N[C:62](=[O:71])C3C(C)=CC=CC=3C)=NN=2)=CC=1.F[C:73]([F:97])(F)C1C=CC(C2SC(NC(=O)C3C(C)=CC=CC=3C)=NN=2)=CC=1.FC1C=CC(C2SC(NC(=O)C3C([O:118]C)=CC=CC=3OC)=NN=2)=CC=1.FC(F)(F)C1C=C(C2SC(NC(=O)C3C(OC)=CC=CC=3OC)=NN=2)C=CC=1.O1C(C2SC(NC(=O)C3C(OC)=CC=CC=3OC)=NN=2)=CC2C=CC=CC1=2.ClC1C=C(C2SC(NC(=O)C3C(OC)=CC=CC=3OC)=NN=2)C=CC=1.FC(F)(F)C1C=C(C2SC(NC(=O)C3C(OC)=CC=CC=3OC)=NN=2)C=C(C(F)(F)F)C=1.FC(F)(F)C1C=CC(C2SC(NC(=O)C3C(OC)=CC=CC=3OC)=NN=2)=CC=1.FC1C=CC2OC(C3SC(NC(=O)C4C(OC)=CC=CC=4OC)=NN=3)=CC=2C=1.ClC1C=CC2OC(C3SC(NC(=O)C4C(OC)=CC=CC=4OC)=NN=3)=CC=2C=1.FC(F)(OC1C=CC(C2SC(NC(=O)C3C(OC)=CC=CC=3OC)=NN=2)=CC=1)C(F)(F)F>>[F:97][CH2:73][O:118][C:3]1[CH:4]=[C:5]([C:8]2[S:12][C:11]([NH:13][C:14](=[O:23])[C:15]3[C:20]([O:71][CH3:62])=[CH:19][CH:18]=[CH:17][C:16]=3[O:48][CH3:37])=[N:10][N:9]=2)[CH:6]=[CH:7][CH:2]=1. Procedure details: The preferred compounds of this invention are N-[5-(4-chlorophenyl)-1,3,4-thiadiazol-2-yl]-2,6-dimethylbenzamide, N-[5-(4-chlorophenyl)-1,3,4-thiadiazol-2-yl]-2,6-dimethoxybenzamide, N-[5-(4-fluorophenyl)-1,3,4-thiadiazol-2-yl]-2,6-dimethylbenzamide, N-[5-(4-trifluoromethylphenyl)-1,3,4-thiadiazol-2-yl]-2,6-dimethylbenzamide, N-[5-(4-fluorophenyl)-1,3,4-thiadiazol-2-yl]-2,6-dimethoxybenzamide, N-[5-(3-trifluoromethylphenyl)-1,3,4-thiadiazol-2-yl]-2,6-dimethoxybenzamide, N-[5-(2-benzo[b]furyl)-1,... Starting materials: ClCCl, CC(=O)[O-], CC1(C2(CO)CC2)OCCO1, CCOCC, [Na+], O=[Cr](=O)([O-])Cl, c1cc[nH+]cc1. The product is CC1(C2(C=O)CC2)OCCO1. As a reaction SMILES: [CH2:28]([Cl:29])[Cl:30].[CH3:13][C:14](=[O:15])[O-:16].[CH3:1][C:2]1([C:7]2([CH2:10][OH:11])[CH2:8][CH2:9]2)[O:3][CH2:4][CH2:5][O:6]1.[CH3:31][CH2:32][O:33][CH2:34][CH3:35].[Na+:12].[O:17]=[Cr:18]([Cl:19])([O-:20])=[O:21].[nH+:22]1[cH:23][cH:24][cH:25][cH:26][cH:27]1>>[CH3:1][C:2]1([C:7]2([CH:10]=[O:11])[CH2:8][CH2:9]2)[O:3][CH2:4][CH2:5][O:6]1.